This data is from the Open Reaction Database (ORD), a public repository of structured organic reaction records. The task is: describe an organic reaction: reactants, conditions, products, and yield Starting materials: CC1=NC2=C(C=CC=C2C=C1)O (2-methylquinolin-8-ol), O1CCCC1 (tetrahydrofuran), C1(=CC=CC=C1)P(C1=CC=CC=C1)C1=CC=CC=C1 (triphenylphosphine), N(=NC(=O)OCC)C(=O)OCC (diethyl azodicarboxylate), [Si](C)(C)(C(C)(C)C)OC[C@H](C)O ((S)-1-(tert-butyldimethylsilyloxy)propan-2-ol), resultant mixture. The solvent is O (water). Run at time 24 hour. Yields the product [Si](C)(C)(C(C)(C)C)OC[C@@H](C)OC=1C=CC=C2C=CC(=NC12)C ((R)-8-(1-(tert-butyldimethylsilyloxy)propan-2-yloxy)-2-methylquinoline). Isolated yield 39.8%. Reaction SMILES: [CH3:1][C:2]1[CH:11]=[CH:10][C:9]2[C:4](=[C:5]([OH:12])[CH:6]=[CH:7][CH:8]=2)[N:3]=1.O1CCCC1.C1(P(C2C=CC=CC=2)C2C=CC=CC=2)C=CC=CC=1.N(C(OCC)=O)=NC(OCC)=O.[Si:49]([O:56][CH2:57][C@@H:58](O)[CH3:59])([C:52]([CH3:55])([CH3:54])[CH3:53])([CH3:51])[CH3:50]>O>[Si:49]([O:56][CH2:57][C@H:58]([O:12][C:5]1[CH:6]=[CH:7][CH:8]=[C:9]2[C:4]=1[N:3]=[C:2]([CH3:1])[CH:11]=[CH:10]2)[CH3:59])([C:52]([CH3:53])([CH3:54])[CH3:55])([CH3:51])[CH3:50]. Procedure details: To a solution of 2-methylquinolin-8-ol (0.40 g, 2.5 mmol) in tetrahydrofuran (2.1 mL, 2.5 mmol) was added triphenylphosphine (1.6 g, 6.3 mmol), diethyl azodicarboxylate (0.63 mL, 4.0 mmol), and (S)-1-(tert-butyldimethylsilyloxy)propan-2-ol (0.62 g, 3.3 mmol). The resultant mixture was allowed to stir at ambient temperature for 24 hours. The reaction mixture was diluted with water (10 mL) and extracted with dichloromethane (2×20 mL). The combined organic extracts were dried over magnesium sulfate... The reactants are C(C)(=O)O[C@H]1C(O)S[C@@H]([C@H]([C@@H]1OC(C)=O)OC(C)=O)COC(C)=O (2, 3, 4, 6-tetra-O-acetyl-5-thio-D-glucopyranose), B.C(C)C1=CC=C(CC2=C(C=[NH+]C=C2)O)C=C1 (4-(4-ethylbenzyl)-3-hydroxypyridinium borane), C1(=CC=CC=C1)P(C1=CC=CC=C1)C1=CC=CC=C1 (triphenylphosphine), N(=NC(=O)OC(C)C)C(=O)OC(C)C (diisopropyl azodicarboxylate). The solvent is O1CCCC1 (tetrahydrofuran). Reaction conditions: time 2.5 hour. The product is B.C(C)C1=CC=C(CC2=C(C=[NH+]C=C2)O[C@H]2[C@H](OC(C)=O)[C@@H](OC(C)=O)[C@H](OC(C)=O)[C@H](S2)COC(C)=O)C=C1 (4-(4-ethylbenzyl)-3-(2, 3, 4, 6-tetra-O-acetyl-5-thio-β-D-glucopyranosyloxy)pyridinium borane). Isolated yield 86.9%. Reaction SMILES: [C:1]([O:4][C@@H:5]1[C@@H:11]([O:12][C:13](=[O:15])[CH3:14])[C@H:10]([O:16][C:17](=[O:19])[CH3:18])[C@@H:9]([CH2:20][O:21][C:22](=[O:24])[CH3:23])[S:8][CH:6]1[OH:7])(=[O:3])[CH3:2].[BH3:25].[CH2:26]([C:28]1[CH:41]=[CH:40][C:31]([CH2:32][C:33]2[CH:38]=[CH:37][NH+:36]=[CH:35][C:34]=2O)=[CH:30][CH:29]=1)[CH3:27].C1(P(C2C=CC=CC=2)C2C=CC=CC=2)C=CC=CC=1.N(C(OC(C)C)=O)=NC(OC(C)C)=O>O1CCCC1>[BH3:25].[CH2:26]([C:28]1[CH:41]=[CH:40][C:31]([CH2:32][C:33]2[CH:34]=[CH:35][NH+:36]=[CH:37][C:38]=2[O:7][C@@H:6]2[S:8][C@H:9]([CH2:20][O:21][C:22](=[O:24])[CH3:23])[C@@H:10]([O:16][C:17](=[O:19])[CH3:18])[C@H:11]([O:12][C:13](=[O:15])[CH3:14])[C@H:5]2[O:4][C:1](=[O:3])[CH3:2])=[CH:30][CH:29]=1)[CH3:27] |f:1.2,6.7|. Reported procedure: To a solution of 2, 3, 4, 6-tetra-O-acetyl-5-thio-D-glucopyranose (481 mg, 1.32 mmol), 4-(4-ethylbenzyl)-3-hydroxypyridinium borane (200 mg, 0.881 mmol) and triphenylphosphine (230 mg, 1.32 mmol) in tetrahydrofuran (2.5 mL), diisopropyl azodicarboxylate (40% in toluene, 0.781 mL, 1.32 mmol) was added dropwise at 0° C. After stirring at room temperature for 2.5 hours, the reaction mixture was concentrated and the resulting residue was purified by silica gel column chromatography (hexane:ethyl ace... The reactants are COC(C)[Si](C)(C)C, C=C(C)C1N(CCCCl)C(=O)CC(c2cccc(Cl)c2)C12C(=O)Nc1cc(Cl)ccc12, CC(=O)NC1CCNCC1, O=C(O)C(F)(F)F. Product: C=C(C)C1N(CCCN2CCC(NC(C)=O)CC2)C(=O)CC(c2cccc(Cl)c2)C12C(=O)Nc1cc(Cl)ccc12. RXN SMILES: [CH3:1][O:2][CH:3]([Si:4]([CH3:5])([CH3:6])[CH3:7])[CH3:8].[Cl:9][c:10]1[cH:11][cH:12][c:13]2[c:17]([cH:18]1)[NH:16][C:15](=[O:19])[C:14]21[CH:20]([C:37](=[CH2:38])[CH3:39])[N:21]([CH2:33][CH2:34][CH2:35][Cl:36])[C:22](=[O:32])[CH2:23][CH:24]1[c:25]1[cH:26][c:27]([Cl:31])[cH:28][cH:29][cH:30]1.[NH:40]1[CH2:41][CH2:42][CH:43]([NH:46][C:47]([CH3:48])=[O:49])[CH2:44][CH2:45]1.[OH:50][C:51]([C:52]([F:53])([F:54])[F:55])=[O:56]>>[Cl:9][c:10]1[cH:11][cH:12][c:13]2[c:17]([cH:18]1)[NH:16][C:15](=[O:19])[C:14]21[CH:20]([C:37](=[CH2:38])[CH3:39])[N:21]([CH2:33][CH2:34][CH2:35][N:40]2[CH2:41][CH2:42][CH:43]([NH:46][C:47]([CH3:48])=[O:49])[CH2:44][CH2:45]2)[C:22](=[O:32])[CH2:23][CH:24]1[c:25]1[cH:26][c:27]([Cl:31])[cH:28][cH:29][cH:30]1. Run in C(C)(=O)OCC (ethyl acetate), CN(C=O)C (N,N-dimethylformamide), C(C)(=O)OCC (ethyl acetate). As a reaction SMILES: [CH:1]12[CH2:10][CH:5]3[CH2:6][CH:7]([CH2:9][CH:3]([CH2:4]3)[CH:2]1[O:11][C:12]([NH:14][C:15]([CH3:29])([C:26](O)=[O:27])[CH2:16][C:17]1[C:25]3[C:20](=[CH:21][CH:22]=[CH:23][CH:24]=3)[NH:19][CH:18]=1)=[O:13])[CH2:8]2.ON1C2C=CC=CC=2N=N1.CN(C)CCCN=C=NCC.[NH2:51][CH2:52][CH2:53][C:54]1[N:55]([CH3:59])[CH:56]=[CH:57][CH:58]=1>C(OCC)(=O)C.CN(C)C=O>[NH:19]1[C:20]2[C:25](=[CH:24][CH:23]=[CH:22][CH:21]=2)[C:17]([CH2:16][C:15]([NH:14][C:12](=[O:13])[O:11][CH:2]2[CH:1]3[CH2:10][CH:5]4[CH2:6][CH:7]([CH2:9][CH:3]2[CH2:4]4)[CH2:8]3)([CH3:29])[C:26]([NH:51][CH2:52][CH2:53][C:54]2[N:55]([CH3:59])[CH:56]=[CH:57][CH:58]=2)=[O:27])=[CH:18]1. Procedure: To a solution of 2-adamantyloxycarbonyl-α-methyl-DL-tryptophan (0.401 g, 1.01 mmol) in dry ethyl acetate (4 mL) and N,N-dimethylformamide (4 mL) under nitrogen atmosphere was added 1-hydroxybenzotriazole (0.139 g, 1.03 mmol) followed by 1-(3-dimethylaminopropyl)-3-ethylcarbodiimide (0.199 g, 1.04 mmol). This mixture was stirred 2 hours and 0.16 g (1.3 mmole) of 2-(2-aminoethyl)-1-methylpyrrole was added. After stirring an additional 18 hours, the resulting mixture was diluted with ethyl acetate ... Starting materials: C12C(C3CC(CC(C1)C3)C2)OC(=O)NC(CC2=CNC3=CC=CC=C23)(C(=O)O)C (2-adamantyloxycarbonyl-α-methyl-DL-tryptophan), ON1N=NC2=C1C=CC=C2 (1-hydroxybenzotriazole), NCCC=1N(C=CC1)C (2-(2-aminoethyl)-1-methylpyrrole), CN(CCCN=C=NCC)C (1-(3-dimethylaminopropyl)-3-ethylcarbodiimide). Conditions: time 2 hour. The product is N1C=C(C2=CC=CC=C12)CC(C(=O)NCCC=1N(C=CC1)C)(C)NC(OC1C2CC3CC(CC1C3)C2)=O (Tricyclo[3.3.1.13,7 ]dec-2-yl (±)-[1-(1H-indol-3-ylmethyl)-1-methyl-2-[[2-(1-methyl-1H-pyrrol-2-yl) ethyl]amino]-2-oxoethyl]carbamate).